Task: describe an organic reaction: reactants, conditions, products, and yield. Dataset: the Open Reaction Database (ORD), a public repository of structured organic reaction records Starting materials: C(C)C1=NC=2C(=NC(=CC2C)C)N1 (2-Ethyl-5,7-dimethyl-3H-imidazo[4,5-b]pyridine), C(C)C1=NC=2C(=NC(=CC2C)C)N1 (2-ethyl-5,7-dimethyl-3H-imidazo[4,5-b]pyridine), A-0400914, C([O-])([O-])=O.[K+].[K+] (potassium carbonate), BrCC1=CC=C(C=C1)C1=C(C=CC=C1)C=1C(C(C1OC(C)C)=O)=O (3-(4'-bromomethylbiphenyl-2-yl)-4-isopropoxycyclobut-3-ene-1,2-dione). Run in CN(C=O)C (dimethylformamide). Run at time 16 hour. The product is C(C)C1=NC=2C(=NC(=CC2C)C)N1CC1=CC=C(C=C1)C1=C(C=CC=C1)C=1C(C(C1OC(C)C)=O)=O (3-[4'-(2-ethyl-5,7-dimethyl-3H-imidazo[4,5-b]pyrid-3-ylmethyl)biphenyl -2-yl]-4-isopropoxycyclobut-3-ene-1,2-dione). RXN SMILES: [CH2:1]([C:3]1[NH:13][C:6]2=[N:7][C:8]([CH3:12])=[CH:9][C:10]([CH3:11])=[C:5]2[N:4]=1)[CH3:2].C(=O)([O-])[O-].[K+].[K+].Br[CH2:21][C:22]1[CH:27]=[CH:26][C:25]([C:28]2[CH:33]=[CH:32][CH:31]=[CH:30][C:29]=2[C:34]2[C:35](=[O:43])[C:36](=[O:42])[C:37]=2[O:38][CH:39]([CH3:41])[CH3:40])=[CH:24][CH:23]=1>CN(C)C=O>[CH2:1]([C:3]1[N:13]([CH2:21][C:22]2[CH:23]=[CH:24][C:25]([C:28]3[CH:33]=[CH:32][CH:31]=[CH:30][C:29]=3[C:34]3[C:35](=[O:43])[C:36](=[O:42])[C:37]=3[O:38][CH:39]([CH3:41])[CH3:40])=[CH:26][CH:27]=2)[C:6]2=[N:7][C:8]([CH3:12])=[CH:9][C:10]([CH3:11])=[C:5]2[N:4]=1)[CH3:2] |f:1.2.3|. Procedure details: 2-Ethyl-5,7-dimethyl-3H-imidazo[4,5-b]pyridine (0.66 g; preparable as described in Mantio et al, J. Med. Chem. 34, (1991), pp 2919/2922 and in EP-A-0400914; Merck), and anhydrous potassium carbonate (1.02 g) were added to a solution of 3-(4'-bromomethylbiphenyl-2-yl)-4-isopropoxycyclobut-3-ene-1,2-dione (1.88 g; preparable as described in Example 1(c)) in dry dimethylformamide (10 ml) and the resulting mixture was stirred at ambient temperature for approximately 16 hours. More 2-ethyl-5,7-dimeth...